From a dataset of the Open Reaction Database (ORD), a public repository of structured organic reaction records. describe an organic reaction: reactants, conditions, products, and yield Reactants: CC(C)(C)OC(=O)N1CC(N2CCC(O)C2)C1, ClCCl, O=C(O)C(F)(F)F. Yields the product OC1CCN(C2CNC2)C1. As a reaction SMILES: [C:1]([O:2][C:3](=[O:4])[N:8]1[CH2:9][CH:10]([N:12]2[CH2:13][CH:14]([OH:17])[CH2:15][CH2:16]2)[CH2:11]1)([CH3:5])([CH3:6])[CH3:7].[Cl:25][CH2:26][Cl:27].[F:18][C:19]([F:20])([F:21])[C:22]([OH:23])=[O:24]>>[NH:8]1[CH2:9][CH:10]([N:12]2[CH2:13][CH:14]([OH:17])[CH2:15][CH2:16]2)[CH2:11]1. The reactants are ClC1=NC=CC(=N1)Cl (2,4-dichloro-pyrimidine), C(O)CN (ethanolamine). Yields the product ClC1=NC=CC(=N1)NCCO (2-(2-Chloro-pyrimidin-4-ylamino)-ethanol). Isolated yield 16.0%. As a reaction SMILES: [Cl:1][C:2]1[N:7]=[C:6](Cl)[CH:5]=[CH:4][N:3]=1.[CH2:9]([CH2:11][NH2:12])[OH:10]>>[Cl:1][C:2]1[N:7]=[C:6]([NH:12][CH2:11][CH2:9][OH:10])[CH:5]=[CH:4][N:3]=1. Procedure details: Prepared in analogy to example 98a), using 2,4-dichloro-pyrimidine and ethanolamine. The title compound was isolated as a colorless solid in a yield of 16%. MS ISP (m/e): 174.3 & 172.1 (100 & 40) [(M+H)+]. 1H NMR (DMSO-D6, 300 MHz): δ (ppm)=7.90 (s broad, 1H), 7.84 (d, 1H), 6.48 (d, 1H), 4.77 (t, 1H), 3.52 (qa, 2H), 3.26 (qa broad, 2H). Starting materials: NC=1SC(=C(N1)C1=CC=C(C=C1)Cl)CC(=O)OCC (ethyl (2amino-4-p-chlorophenyl-thiazol-5-yl)acetate), C(C)(=O)OC(C)=O (acetic anhydride). The solvent is N1=CC=CC=C1 (pyridine). Product: C(C)(=O)NC=1SC(=C(N1)C1=CC=C(C=C1)Cl)CC(=O)OCC (Ethyl (2-acetylamino-4-p-chlorophenyl-thiazol-5-yl)acetate). As a reaction SMILES: [NH2:1][C:2]1[S:3][C:4]([CH2:14][C:15]([O:17][CH2:18][CH3:19])=[O:16])=[C:5]([C:7]2[CH:12]=[CH:11][C:10]([Cl:13])=[CH:9][CH:8]=2)[N:6]=1.[C:20](OC(=O)C)(=[O:22])[CH3:21]>N1C=CC=CC=1>[C:20]([NH:1][C:2]1[S:3][C:4]([CH2:14][C:15]([O:17][CH2:18][CH3:19])=[O:16])=[C:5]([C:7]2[CH:8]=[CH:9][C:10]([Cl:13])=[CH:11][CH:12]=2)[N:6]=1)(=[O:22])[CH3:21]. Reported procedure: A mixture of 13.4 grams of ethyl (2amino-4-p-chlorophenyl-thiazol-5-yl)acetate and 10.2 grams of acetic anhydride in 50 c.c. of anhydrous pyridine is refluxed for 1/2 an hour. The solution is poured on ice. The precipitated solid is filtered off, washed several times with H2O, and recrystallised from 80% alcohol, m.p. 187°-88°C. Reactants: FC(C=1C=C(C=CC1)N(C(=O)N)C1=C(C=C(C=C1)N)C1=NN=NN1)(F)F (3-trifluoromethylphenyl-4-amino-2-(5-tetrazolyl)phenyl urea), C(C)(=O)OC(C)=O (acetic anhydride). Run in C(C)(=O)[O-].[Na+] (sodium acetate). Reaction conditions: temperature 0 celsius. Product: FC(C=1C=C(C=CC1)N(C(=O)N)C1=C(C=C(C=C1)NC(C)=O)C1=NN=NN1)(F)F (3-Trifluoromethylphenyl-4-acetylamino-2-(5-tetrazolyl)phenyl Urea). As a reaction SMILES: [F:1][C:2]([F:26])([F:25])[C:3]1[CH:4]=[C:5]([N:9]([C:13]2[CH:18]=[CH:17][C:16]([NH2:19])=[CH:15][C:14]=2[C:20]2[NH:24][N:23]=[N:22][N:21]=2)[C:10]([NH2:12])=[O:11])[CH:6]=[CH:7][CH:8]=1.[C:27](OC(=O)C)(=[O:29])[CH3:28]>C([O-])(=O)C.[Na+]>[F:26][C:2]([F:1])([F:25])[C:3]1[CH:4]=[C:5]([N:9]([C:13]2[CH:18]=[CH:17][C:16]([NH:19][C:27](=[O:29])[CH3:28])=[CH:15][C:14]=2[C:20]2[NH:24][N:23]=[N:22][N:21]=2)[C:10]([NH2:12])=[O:11])[CH:6]=[CH:7][CH:8]=1 |f:2.3|. Procedure details: To a solution of 3-trifluoromethylphenyl-4-amino-2-(5-tetrazolyl)phenyl urea (0.22 g, 0.6 mmol) in 17% aqueous sodium acetate (5 mL), cooled on an ice bath, was added acetic anhydride (1 mL). The reaction was stirred at 0° C. for another hour. The precipitate was filtered off and re-crystallised from 96% ethanol to give 0.12 g of the desired material. M.p. 280-282° C. Reactants: [H-] (hydride), C(C1=CC=CC=C1)OCC(CC#N)C (rac. 4-benzyloxy-3-methylbutyronitrile), [Cl-].[NH4+] (ammonium chloride), S(O)(O)(=O)=O (sulfuric acid), C(=O)OCC (ethyl formate). The solvent is C1(=CC=CC=C1)C (toluene), CCCCCC (hexane). Run at time 0.5 hour. Yields the product C(C1=CC=CC=C1)OCC(CC=O)C (rac. 4-Benzyloxy-3-methylbutanal). Reaction SMILES: [CH2:1]([O:8][CH2:9][CH:10]([CH3:14])[CH2:11][C:12]#N)[C:2]1[CH:7]=[CH:6][CH:5]=[CH:4][CH:3]=1.[H-].C(OCC)=[O:17].[Cl-].[NH4+].S(=O)(=O)(O)O>C1(C)C=CC=CC=1.CCCCCC>[CH2:1]([O:8][CH2:9][CH:10]([CH3:14])[CH2:11][CH:12]=[O:17])[C:2]1[CH:7]=[CH:6][CH:5]=[CH:4][CH:3]=1 |f:3.4|. Procedure: A solution of 5.8 g. (0.0307 mole) of rac. 4-benzyloxy-3-methylbutyronitrile in 290 ml. of hexane was stirred at -65° C. to -70° C. while 22.4 ml. (4.78 g.; 0.0337 mole) of 25% diisobutylaluninum hydride solution in toluene was added dropwise. The resulting solution was stirred at -65° C. to -70° C. for 0.5 hours then at room temperature for 5 hours whereupon 2.8 ml. of ethyl formate was added dropwise. The reaction mixture was then treated with 250 ml. of saturated aqueous ammonium chloride sol...